From a dataset of the Open Reaction Database (ORD), a public repository of structured organic reaction records. describe an organic reaction: reactants, conditions, products, and yield Starting materials: BrC1=CC2=C(N([C@H](CN2C(=O)OC(C)C)C)C(NC)=O)N=C1 ((S)-isopropyl 7-bromo-3-methyl-4-(methylcarbamoyl)-3,4-dihydropyrido[2,3-b]pyrazine-1 (2H)-carboxylate), C1(CC1)N1N=CC(=C1)B1OC(C(O1)(C)C)(C)C (1-cyclopropyl-4-(4,4,5,5-tetramethyl-1,3,2-dioxaborolan-2-yl)-1H-pyrazole), C([O-])([O-])=O.[K+].[K+] (potassium carbonate). Reagents/catalysts: C1=CC=C(C=C1)P([C-]2C=CC=C2)C3=CC=CC=C3.C1=CC=C(C=C1)P([C-]2C=CC=C2)C3=CC=CC=C3.Cl[Pd]Cl.[Fe+2].ClCCl ([1,1′-bis(diphenylphosphino)ferrocene]dichloropalladium(II) dichloromethane). Conditions: temperature 80 celsius. Yields the product C1(CC1)N1N=CC(=C1)C1=CC2=C(N([C@H](CN2C(=O)OC(C)C)C)C(NC)=O)N=C1 ((S)-isopropyl 7-(1-cyclopropyl-1H-pyrazol-4-yl)-3-methyl-4-(methylcarbamoyl)-3,4-dihydropyrido[2,3-b]pyrazine-1(2H)-carboxylate). Reaction SMILES: Br[C:2]1[CH:22]=[N:21][C:5]2[N:6]([C:17](=[O:20])[NH:18][CH3:19])[C@@H:7]([CH3:16])[CH2:8][N:9]([C:10]([O:12][CH:13]([CH3:15])[CH3:14])=[O:11])[C:4]=2[CH:3]=1.[CH:23]1([N:26]2[CH:30]=[C:29](B3OC(C)(C)C(C)(C)O3)[CH:28]=[N:27]2)[CH2:25][CH2:24]1.C(=O)([O-])[O-].[K+].[K+]>C1C=CC(P(C2C=CC=CC=2)[C-]2C=CC=C2)=CC=1.C1C=CC(P(C2C=CC=CC=2)[C-]2C=CC=C2)=CC=1.Cl[Pd]Cl.[Fe+2].ClCCl>[CH:23]1([N:26]2[CH:30]=[C:29]([C:2]3[CH:22]=[N:21][C:5]4[N:6]([C:17](=[O:20])[NH:18][CH3:19])[C@@H:7]([CH3:16])[CH2:8][N:9]([C:10]([O:12][CH:13]([CH3:15])[CH3:14])=[O:11])[C:4]=4[CH:3]=3)[CH:28]=[N:27]2)[CH2:25][CH2:24]1 |f:2.3.4,5.6.7.8.9|. Procedure: A reaction vial was charged with (S)-isopropyl 7-bromo-3-methyl-4-(methylcarbamoyl)-3,4-dihydropyrido[2,3-b]pyrazine-1 (2H)-carboxylate (0.015 g, 0.04 mmol), 1-cyclopropyl-4-(4,4,5,5-tetramethyl-1,3,2-dioxaborolan-2-yl)-1H-pyrazole (0.2 M solution in 1,4-dioxane, 0.40 mL, 0.080 mmol), potassium carbonate (1.0 M solution in water, 0.120 mL, 0.120 mmol) and [1,1′-bis(diphenylphosphino)ferrocene]dichloropalladium(II) dichloromethane adduct (0.02 M solution in 1,2-dichloroethane, 0.200 mL, 0.004 mmo...